This data is from the Open Reaction Database (ORD), a public repository of structured organic reaction records. The task is: describe an organic reaction: reactants, conditions, products, and yield Reactants: CCN(C(C)=O)c1ccc(CCCl)cc1C, Cl, c1ccc2c(N3CCNCC3)nsc2c1. Product: CCN(C(C)=O)c1ccc(CCN2CCN(c3nsc4ccccc34)CC2)cc1C. RXN SMILES: [Cl:1][CH2:2][CH2:3][c:4]1[cH:5][c:6]([CH3:16])[c:7]([N:10]([C:11]([CH3:12])=[O:13])[CH2:14][CH3:15])[cH:8][cH:9]1.[ClH:17].[N:18]1([c:24]2[n:25][s:26][c:27]3[c:28]2[cH:29][cH:30][cH:31][cH:32]3)[CH2:19][CH2:20][NH:21][CH2:22][CH2:23]1>>[CH2:2]([CH2:3][c:4]1[cH:5][c:6]([CH3:16])[c:7]([N:10]([C:11]([CH3:12])=[O:13])[CH2:14][CH3:15])[cH:8][cH:9]1)[N:21]1[CH2:20][CH2:19][N:18]([c:24]2[n:25][s:26][c:27]3[c:28]2[cH:29][cH:30][cH:31][cH:32]3)[CH2:23][CH2:22]1. Reactants: CC#N, CN(C)c1ccncc1, Nc1ccc(O)c(C(=O)Nc2cc(C(F)(F)F)cc(C(F)(F)F)c2)c1, O=C=Nc1ccccc1. Yields the product O=C(Nc1ccccc1)Nc1ccc(O)c(C(=O)Nc2cc(C(F)(F)F)cc(C(F)(F)F)c2)c1. Reaction SMILES: [CH3:35][C:36]#[N:37].[CH3:38][N:39]([CH3:40])[c:41]1[cH:42][cH:43][n:44][cH:45][cH:46]1.[NH2:1][c:2]1[cH:3][cH:4][c:5]([OH:25])[c:6]([C:7](=[O:8])[NH:9][c:10]2[cH:11][c:12]([C:20]([F:21])([F:22])[F:23])[cH:13][c:14]([C:16]([F:17])([F:18])[F:19])[cH:15]2)[cH:24]1.[c:26]1([N:32]=[C:33]=[O:34])[cH:27][cH:28][cH:29][cH:30][cH:31]1>>[NH:1]([c:2]1[cH:3][cH:4][c:5]([OH:25])[c:6]([C:7](=[O:8])[NH:9][c:10]2[cH:11][c:12]([C:20]([F:21])([F:22])[F:23])[cH:13][c:14]([C:16]([F:17])([F:18])[F:19])[cH:15]2)[cH:24]1)[C:33]([NH:32][c:26]1[cH:27][cH:28][cH:29][cH:30][cH:31]1)=[O:34].